Task: describe an organic reaction: reactants, conditions, products, and yield. Dataset: the Open Reaction Database (ORD), a public repository of structured organic reaction records The reactants are S(O)(O)(=O)=O (sulfuric acid), O[Si](=O)O (metasilicic acid), NC(=O)N (urea). The product is [Si](O)(O)(O)O.NC(=O)N.NC(=O)N (diurea silicate). Procedure details: Clay is reacted with sulfuric acid, thereby producing metasilicic acid, which is recovered by filtration. About one mol of said metasilicic acid is mixed with 2 mols of urea, heated to 90° to 150° C. for 20 to 30 minutes, thereby producing white granules of diurea silicate. The said diurea silicate is added to an aqueous solution of hexamethylene tetramine in the ratio of 1:1.5 mols, heated to 70° to 110° C. for 20 to 90 minutes, thereby producing a clear thick solution of poly (formaldehyde diu... Reaction SMILES: S(=O)(=O)(O)O.[OH:6][Si:7]([OH:9])=[O:8].[NH2:10][C:11]([NH2:13])=[O:12]>>[Si:7]([OH:12])([OH:9])([OH:6])[OH:8].[NH2:10][C:11]([NH2:13])=[O:12].[NH2:10][C:11]([NH2:13])=[O:12] |f:3.4.5|. Reactants: O (water), FC(C(C(=O)O)(C)O)(F)F (3,3,3-trifluoro-2-hydroxy-2-methylpropanoic acid), NC1=CC=C(C(=O)C2=CC=C(C=C2)F)C=C1 (4-Amino-4'-fluorobenzophenone), S(=O)(Cl)Cl (thionyl chloride). Solvent: C(Cl)Cl (methylene chloride), CCCCCC (hexane), CN(C(C)=O)C (N,N-dimethylacetamide). Conditions: time 1 hour. Product: FC1=CC=C(C=C1)C(=O)C1=CC=C(C=C1)NC(C(C(F)(F)F)(C)O)=O (N-[4-(4-Fluorophenylcarbonyl)phenyl]-3,3,3-trifluoro-2-hydroxy-2-methyl propanamide). Yield: 9.2%. RXN SMILES: [F:1][C:2]([F:10])([F:9])[C:3]([OH:8])([CH3:7])[C:4](O)=[O:5].S(Cl)(Cl)=O.[NH2:15][C:16]1[CH:30]=[CH:29][C:19]([C:20]([C:22]2[CH:27]=[CH:26][C:25]([F:28])=[CH:24][CH:23]=2)=[O:21])=[CH:18][CH:17]=1.O>CN(C)C(=O)C.C(Cl)Cl.CCCCCC>[F:28][C:25]1[CH:26]=[CH:27][C:22]([C:20]([C:19]2[CH:29]=[CH:30][C:16]([NH:15][C:4](=[O:5])[C:3]([OH:8])([CH3:7])[C:2]([F:10])([F:9])[F:1])=[CH:17][CH:18]=2)=[O:21])=[CH:23][CH:24]=1. Procedure details: To a stirred, cooled (-20° C.) solution of 3,3,3-trifluoro-2-hydroxy-2-methylpropanoic acid (1.58 g, 10 mmol) in N,N-dimethylacetamide (15 mL) was added thionyl chloride (1.25 g, 10.5 mmol) and the mixture stirred at -20° to -5° C. for 1 hour. 4-Amino-4'-fluorobenzophenone (1.44 g, 6.7 mmol) was added in one portion and the reaction mixture stirred at room temperature overnight. The reaction mixture was poured into water, the cloudy solution decanted from a gum and filtered through a thin pad of... Reactants: Cc1ccccc1, Cc1cccc(-c2nc(O)cc(-c3ccccc3Cl)n2)n1, [Na+], [Na+], O=C([O-])[O-], O=P(Cl)(Cl)Cl. The product is Cc1cccc(-c2nc(Cl)cc(-c3ccccc3Cl)n2)n1. Reaction SMILES: [CH3:33][c:34]1[cH:35][cH:36][cH:37][cH:38][cH:39]1.[Cl:6][c:7]1[c:8](-[c:13]2[n:14][c:15](-[c:20]3[n:21][c:22]([CH3:26])[cH:23][cH:24][cH:25]3)[n:16][c:17]([OH:19])[cH:18]2)[cH:9][cH:10][cH:11][cH:12]1.[Na+:27].[Na+:28].[O-:29][C:30](=[O:31])[O-:32].[P:1]([Cl:2])([Cl:3])([Cl:4])=[O:5]>>[Cl:3][c:17]1[n:16][c:15](-[c:20]2[n:21][c:22]([CH3:26])[cH:23][cH:24][cH:25]2)[n:14][c:13](-[c:8]2[c:7]([Cl:6])[cH:12][cH:11][cH:10][cH:9]2)[cH:18]1. Reactants: mixture, [N+](=O)([O-])C1=CC2=C(N=CN2)C=C1 (5-nitrobenzimidazole), COC1=CC=C(CCl)C=C1 (4-methoxybenzyl chloride), 1- and 3-(4-methoxybenzyl) -5-nitrobenzimidazole, amine, amines. Reagents/catalysts: [H][H].[Pd] (H2 Pd-C). Run in CC(C)O.C(Cl)Cl (i-PrOH CH2Cl2). Yields the product COC1=CC=C(CN2C=NC3=C2C=CC(=C3)N)C=C1 (1-(4-methoxybenzyl)-5-aminobenzimidazole), COC1=CC=C(CN2C=NC3=C2C=C(C=C3)N)C=C1 (3-(4-methoxybenzyl)-5-aminobenzimidazole). Isolated yield 48.0%. As a reaction SMILES: [N+:1]([C:4]1[CH:12]=[CH:11][C:7]2[N:8]=[CH:9][NH:10][C:6]=2[CH:5]=1)([O-])=O.[CH3:13][O:14][C:15]1[CH:22]=[CH:21][C:18]([CH2:19]Cl)=[CH:17][CH:16]=1>[H][H].[Pd].CC(O)C.C(Cl)Cl>[CH3:13][O:14][C:15]1[CH:22]=[CH:21][C:18]([CH2:19][N:8]2[C:7]3[CH:11]=[CH:12][C:4]([NH2:1])=[CH:5][C:6]=3[N:10]=[CH:9]2)=[CH:17][CH:16]=1.[CH3:13][O:14][C:15]1[CH:22]=[CH:21][C:18]([CH2:19][N:10]2[C:6]3[CH:5]=[C:4]([NH2:1])[CH:12]=[CH:11][C:7]=3[N:8]=[CH:9]2)=[CH:17][CH:16]=1 |f:2.3,4.5|. Reported procedure: A reaction of 5-nitrobenzimidazole (4.3 g, 27 mmol) and 4-methoxybenzyl chloride (4.3 ml, 30 mmol) in a procedure described in Example 9 produces 5.6 g .(19 mmol, 73%) of a mixture of 1- and 3-(4-methoxybenzyl) -5-nitrobenzimidazole, which was converted to the corresponding amines in hydrogenation (H2/Pd-C). The amine mixture was subjected to column chromatography (10%-30% i-PrOH/CH2Cl2) to provide 2.1 g (8.2 mmol, 43%) of 1-(4-methoxybenzyl)-5-aminobenzimidazole and 2.4 g (9.2 mmol, 48%) of 3-(... Starting materials: CCOC(=O)CN.Cl, C1=C(C=NC(=C1N)Br)F. Reagents/catalysts: C(=O)([O-])[O-].[Cs+].[Cs+], C1=CC=C(C=C1)P(C2=CC=CC=C2)C3=C(C4=CC=CC=C4C=C3)C5=C(C=CC6=CC=CC=C65)P(C7=CC=CC=C7)C8=CC=CC=C8, CC(=O)O.CC(=O)O.[Pd]. Solvent: CC1=CC=CC=C1. Conditions: temperature 120 celsius. Product: CCOC(=O)CNC1=C(C=C(C=N1)F)N. Yield: 0.0%. Reported procedure: In a 50 mL round-bottomed flask 2-bromo-5-fluoropyridin-3-amine (500 mg, 2.62 mmol) ethyl 2-aminoacetate hydrochloride (731 mg, 5.24 mmol) BINAP (163 mg, 0.26 mmol) palladium(II) acetate (58.8 mg, 0.26 mmol) CESIUM CARBONATE (2559 mg, 7.85 mmol) were taken.The solids were mixed well and degassed.The toluene was taken in another RB and degassed using Nitrogen.The degassed toluene was then added to the solids.The resulting RM was heated to reflux for 16 hrs.  The reaction was monitored by LCMS, wh... Product: CCOC(=O)CC(=C(C#N)C#N)C(C)C. RXN SMILES: [C:15]([CH:16]([CH3:17])[CH3:18])(=[O:19])[CH2:20][C:21](=[O:22])[O:23][CH2:24][CH3:25].[CH3:11][C:12](=[O:13])[OH:14].[CH3:26][c:27]1[cH:28][cH:29][cH:30][cH:31][cH:32]1.[CH3:7][C:8](=[O:9])[O-:10].[N:1]#[C:2][CH2:3][C:4]#[N:5].[NH4+:6].[OH2:33]>>[N:1]#[C:2][C:3]([C:4]#[N:5])=[C:15]([CH:16]([CH3:17])[CH3:18])[CH2:20][C:21](=[O:22])[O:23][CH2:24][CH3:25]. The reactants are CCOC(=O)CC(=O)C(C)C, CC(=O)O, Cc1ccccc1, CC(=O)[O-], N#CCC#N, [NH4+], O. Starting materials: O=C([O-])[O-], CN(C)C=O, Clc1ncccn1, N#CCc1ccccc1Cl, [K+], [K+], O. Yields the product N#CC(c1ncccn1)c1ccccc1Cl. RXN SMILES: [C:11](=[O:12])([O-:13])[O-:14].[CH3:24][N:25]([CH3:26])[CH:27]=[O:28].[Cl:17][c:18]1[n:19][cH:20][cH:21][cH:22][n:23]1.[Cl:1][c:2]1[c:3]([CH2:4][C:5]#[N:6])[cH:7][cH:8][cH:9][cH:10]1.[K+:15].[K+:16].[OH2:29]>>[Cl:1][c:2]1[c:3]([CH:4]([C:5]#[N:6])[c:18]2[n:19][cH:20][cH:21][cH:22][n:23]2)[cH:7][cH:8][cH:9][cH:10]1. The reactants are CN(C=O)C (Dimethyl formamide), C(C(=O)Cl)(=O)Cl (oxalyl chloride), FC1=C(C2=CC=C(C(=C2C=C1)C(F)(F)F)OC)C(=O)N(CC(=O)O)C(=O)OC (N-[[2-fluoro-6-methoxy-5-(trifluoromethyl)-1-naphthalenyl]carbonyl]-N-(methoxycarbonyl)glycine). The solvent is C(Cl)Cl (methylene chloride). Reaction conditions: time 5 minute. Product: FC1=C(C2=CC=C(C(=C2C=C1)C(F)(F)F)OC)C(=O)N(C(=O)OC)CC(=O)N ([[[2-Fluoro-6-methoxy-5-(trifluoromethyl)-1-naphthalenyl]carbonyl](methoxycarbonyl)amino]acetamide). Yield: 54.0%. Reaction SMILES: C[N:2](C)C=O.C(Cl)(=O)C(Cl)=O.[F:12][C:13]1[CH:22]=[CH:21][C:20]2[C:15](=[CH:16][CH:17]=[C:18]([O:27][CH3:28])[C:19]=2[C:23]([F:26])([F:25])[F:24])[C:14]=1[C:29]([N:31]([C:36]([O:38][CH3:39])=[O:37])[CH2:32][C:33]([OH:35])=O)=[O:30]>C(Cl)Cl>[F:12][C:13]1[CH:22]=[CH:21][C:20]2[C:15](=[CH:16][CH:17]=[C:18]([O:27][CH3:28])[C:19]=2[C:23]([F:25])([F:24])[F:26])[C:14]=1[C:29]([N:31]([CH2:32][C:33]([NH2:2])=[O:35])[C:36]([O:38][CH3:39])=[O:37])=[O:30]. Reported procedure: Dimethyl formamide (6 μL, 0.067 eq) and oxalyl chloride (130 μL, 1.2 eq) were added to a stirred solution of N-[[2-fluoro-6-methoxy-5-(trifluoromethyl)-1-naphthalenyl]carbonyl]-N-(methoxycarbonyl)glycine in anhydrous methylene chloride (2.5 mL) at 0° C. under a dry nitrogen atmosphere. After 5 minutes, the reaction was warmed to room temperature. After 13/4 hours, the organics were removed. The residue was dissolved in anhydrous ether (30 mL) at 0° C. and ammonia gas was bubbled in for 1 minute.... Starting materials: [OH-].[Na+] (sodium hydroxide), COC=1C=C2C=CC(NC2=CC1)=O (6-methoxy-1H-quinolin-2-one), P(=O)(Cl)(Cl)Cl (phosphorous oxychloride), crude mixture, ice water. Run in C1(=CC=CC=C1)C (toluene). Run at temperature 95 celsius. The product is ClC1=NC2=CC=C(C=C2C=C1)OC (2-Chloro-6-methoxy-quinoline). RXN SMILES: [CH3:1][O:2][C:3]1[CH:4]=[C:5]2[C:10](=[CH:11][CH:12]=1)[NH:9][C:8](=O)[CH:7]=[CH:6]2.P(Cl)(Cl)([Cl:16])=O.[OH-].[Na+]>C1(C)C=CC=CC=1>[Cl:16][C:8]1[CH:7]=[CH:6][C:5]2[C:10](=[CH:11][CH:12]=[C:3]([O:2][CH3:1])[CH:4]=2)[N:9]=1 |f:2.3|. Reported procedure: A suspension of 6-methoxy-1H-quinolin-2-one of Step B (5.136 g, 29.2 mmol) in toluene (100 mL) is treated with phosphorous oxychloride 913.8 mL) and heated at 95° C. under nitrogen for 2 hours. The crude mixture is poured into ice water and basified with 50% aqueous sodium hydroxide. The solution is extracted with ethyl acetate, the extracts are dried over anhydrous magnesium sulfate and evaporated to dryness. The residue is pre-absorbed on silica gel Merck-60 and flash chromatographed using a g...